This data is from the Open Reaction Database (ORD), a public repository of structured organic reaction records. The task is: describe an organic reaction: reactants, conditions, products, and yield Reaction SMILES: [CH2:1]([c:2]1[cH:3][cH:4][cH:5][cH:6][cH:7]1)[O:8][c:9]1[cH:10][c:11]2[c:16]([cH:17][cH:18]1)[O:15][C:14]([CH3:19])([CH3:20])[CH:13]([Br:21])[CH:12]2[OH:22].[CH2:25]1[O:26][CH2:27][CH2:28][CH2:29]1.[K+:24].[OH-:23]>>[CH2:1]([c:2]1[cH:3][cH:4][cH:5][cH:6][cH:7]1)[O:8][c:9]1[cH:10][c:11]2[c:16]([cH:17][cH:18]1)[O:15][C:14]([CH3:19])([CH3:20])[CH:13]1[CH:12]2[O:22]1. Product: CC1(C)Oc2ccc(OCc3ccccc3)cc2C2OC21. Starting materials: CC1(C)Oc2ccc(OCc3ccccc3)cc2C(O)C1Br, C1CCOC1, [K+], [OH-].